The task is: describe an organic reaction: reactants, conditions, products, and yield. This data is from the Open Reaction Database (ORD), a public repository of structured organic reaction records. Starting materials: oil, ClC=1C=C(C=CC1)C=1C=C(C(=O)O)C=C(C1OCCO)C1=CC(=CC=C1)Cl (3,5-bis(3-chlorophenyl)-4-(2-hydroxyethoxy)benzoic acid), COC1=CC=C(C(=O)OCCCCCCN)C=C1 (4-methoxybenzoic acid, 6-aminohexyl ester). The product is COC1=CC=C(C(=O)O)C=C1 (4-Methoxybenzoic Acid). Reaction SMILES: ClC1C=C([C:8]2[CH:9]=[C:10]([CH:14]=[C:15](C3C=CC=C(Cl)C=3)[C:16]=2[O:17][CH2:18]CO)[C:11]([OH:13])=[O:12])C=CC=1.COC1C=CC(C(OCCCCCCN)=O)=CC=1>>[CH3:18][O:17][C:16]1[CH:15]=[CH:14][C:10]([C:11]([OH:13])=[O:12])=[CH:9][CH:8]=1. Reported procedure: The product was prepared as a colorless, viscous oil (0.675 g, 71%) from 3,5-bis(3-chlorophenyl)-4-(2-hydroxyethoxy)benzoic acid (0.605 g, 1.5 mmol) and 4-methoxybenzoic acid, 6-aminohexyl ester (0.565 g, 2.25 mmol) using a procedure similar to step 3 of example 164; 1H NMR (400 MHz, DMSO-d6) 1.33-1.46 (m, 4H), 1.50-1.58 (m. 2H),1.65-1.73 (m, 2H), 3.10-3.15 (m, 2H), 3.22-3.30 (m, 4H), 3.80 (s, 3H), 4.21 (t, J=6.6,Hz, 2H), 4.44 (t, J=6.6 Hz, 1H), 6.99-7.03 (m, 2H), 7.45-7.52 (m, 4H), 7.57-7.61 (m... The reactants are C1(CC1)C(=O)CCC1=CC=C(C=C1)C#N (4-cyanophenylethyl cyclopropyl ketone), [BH4-] (borohydride), C(Cl)Cl (methylene dichloride), [BH4-].[Na+] (sodium borohydride). The solvent is C(C)O (ethanol), O (water), C(C)O (ethanol). Reaction conditions: time 3 hour. Product: C(#N)C1=CC=C(C=C1)CCC(O)C1CC1 (4-cyanophenylethyl cyclopropyl carbinol). The yield is 99.3%. As a reaction SMILES: [CH:1]1([C:4]([CH2:6][CH2:7][C:8]2[CH:13]=[CH:12][C:11]([C:14]#[N:15])=[CH:10][CH:9]=2)=[O:5])[CH2:3][CH2:2]1.[BH4-].[BH4-].[Na+].C(Cl)Cl>C(O)C.O>[C:14]([C:11]1[CH:12]=[CH:13][C:8]([CH2:7][CH2:6][CH:4]([CH:1]2[CH2:3][CH2:2]2)[OH:5])=[CH:9][CH:10]=1)#[N:15] |f:2.3|. Procedure: To a solution of 30.9 g of 4-cyanophenylethyl cyclopropyl ketone in 90 ml of absolute ethanol was added 1.48 g of soldium borohydride, and the mixture was stirred at room temperature for three hours. The product isolated from the reaction still contained unreacted starting material, so the material was redissolved in 90 ml of ethanol and treated with 0.7 g additional sodium borohydride for three hours. The product obtained by evaporation of the solvent, trituration of the residue with methylene ... Reactants: O=C([O-])[O-], CN1CCN(c2ncc3c(=O)c(C(=O)O)c[nH]c3n2)CC1, CN(C)C=O, ClCc1ccccc1, [K+], [K+]. The product is CN1CCN(c2ncc3c(=O)c(C(=O)O)cn(Cc4ccccc4)c3n2)CC1. Reaction SMILES: [C:30](=[O:31])([O-:32])[O-:33].[CH3:1][N:2]1[CH2:3][CH2:4][N:5]([c:8]2[n:9][cH:10][c:11]3[c:12]([n:13]2)[nH:14][cH:15][c:16]([C:19](=[O:20])[OH:21])[c:17]3=[O:18])[CH2:6][CH2:7]1.[CH3:36][N:37]([CH3:38])[CH:39]=[O:40].[Cl:22][CH2:23][c:24]1[cH:25][cH:26][cH:27][cH:28][cH:29]1.[K+:34].[K+:35]>>[CH3:1][N:2]1[CH2:3][CH2:4][N:5]([c:8]2[n:9][cH:10][c:11]3[c:12]([n:13]2)[n:14]([CH2:23][c:24]2[cH:25][cH:26][cH:27][cH:28][cH:29]2)[cH:15][c:16]([C:19](=[O:20])[OH:21])[c:17]3=[O:18])[CH2:6][CH2:7]1. Starting materials: CC#N, O=S(=O)(Cl)c1c(Cl)nc2ccccn12, N. The product is NS(=O)(=O)c1c(Cl)nc2ccccn12. As a reaction SMILES: [CH3:16][C:17]#[N:18].[Cl:1][c:2]1[n:3][c:4]2[n:5]([cH:6][cH:7][cH:8][cH:9]2)[c:10]1[S:11](=[O:12])(=[O:13])[Cl:14].[NH3:15]>>[Cl:1][c:2]1[n:3][c:4]2[n:5]([cH:6][cH:7][cH:8][cH:9]2)[c:10]1[S:11](=[O:12])(=[O:13])[NH2:15]. Yields the product C(C)OC(NCC(C)OC1=CC=C(C=C1)OC1=CC(=CC=C1)Cl)=O (2-[4-(3-chlorophenoxy)phenoxy]-propylcarbamic acid ethyl ester). Reported procedure: A solution of 15 g of potassium tert.-butoxide in 45 ml of dimethyl sulfoxide is added, with stirring and with slight external cooling, to a solution of 25.2 g of 3-chlorophenoxyphenol in 40 ml of dimethyl sulfoxide; 1.5 g of 18-Crown-6 are added, a solution of 28.3 g of 2-methylsulfonyloxypropylcarbamic acid ethyl ester in 30 ml of dimethyl sulfoxide is added dropwise at 15° C. within a period of one hour, and then the mixture is stirred firstly at 20° C.-22° C. for 5 hours and then at +55° C. ... Run in CS(=O)C (dimethyl sulfoxide), CS(=O)C (dimethyl sulfoxide), CS(=O)C (dimethyl sulfoxide). The reactants are ClC=1C=C(OC2=C(C=CC=C2)O)C=CC1 (3-chlorophenoxyphenol), C(C)OC(NCC(C)OS(=O)(=O)C)=O (2-methylsulfonyloxypropylcarbamic acid ethyl ester), CC(C)([O-])C.[K+] (potassium tert.-butoxide), C1COCCOCCOCCOCCOCCO1 (18-Crown-6). Reaction SMILES: CC(C)([O-])C.[K+].[Cl:7][C:8]1[CH:9]=[C:10]([CH:19]=[CH:20][CH:21]=1)[O:11][C:12]1[CH:17]=[CH:16][CH:15]=[CH:14][C:13]=1O.C1OCCOCCOCCOCCOCCOC1.[CH2:40]([O:42][C:43](=[O:53])[NH:44][CH2:45][CH:46]([O:48]S(C)(=O)=O)[CH3:47])[CH3:41]>CS(C)=O>[CH2:40]([O:42][C:43](=[O:53])[NH:44][CH2:45][CH:46]([O:48][C:15]1[CH:16]=[CH:17][C:12]([O:11][C:10]2[CH:19]=[CH:20][CH:21]=[C:8]([Cl:7])[CH:9]=2)=[CH:13][CH:14]=1)[CH3:47])[CH3:41] |f:0.1|. Conditions: time 5 hour. The reactants are ClC=1C(=CN(C(C1C)=O)C)C(=O)O (4-chloro-1,5-dimethyl-6-oxo-1,6-dihydropyridine-3-carboxylic acid), BrC1=CC(=C(N)C=C1)Cl (4-bromo-2-chloroaniline). The product is BrC1=CC(=C(C=C1)NC=1C(=CN(C(C1C)=O)C)C(=O)O)Cl (4-(4-Bromo-2-chlorophenylamino)-1,5-dimethyl-6-oxo-1,6-dihydropyridine-3-carboxylic acid). As a reaction SMILES: Cl[C:2]1[C:3]([C:11]([OH:13])=[O:12])=[CH:4][N:5]([CH3:10])[C:6](=[O:9])[C:7]=1[CH3:8].[Br:14][C:15]1[CH:21]=[CH:20][C:18]([NH2:19])=[C:17]([Cl:22])[CH:16]=1>>[Br:14][C:15]1[CH:21]=[CH:20][C:18]([NH:19][C:2]2[C:3]([C:11]([OH:13])=[O:12])=[CH:4][N:5]([CH3:10])[C:6](=[O:9])[C:7]=2[CH3:8])=[C:17]([Cl:22])[CH:16]=1. Procedure: The title compound is prepared from 4-chloro-1,5-dimethyl-6-oxo-1,6-dihydropyridine-3-carboxylic acid by the procedure described in step e for Example 5, using 4-bromo-2-chloroaniline instead of 2-fluoro-4-iodoaniline. The title compound is used for the next reaction without further purification. Starting materials: C(C)N1CCN(CC1)C=1C=C(C=CC1)NC(=O)C=1C=2N=CC=NC2C(=CC1)C1=C(C=CC(=C1)OC)Cl (8-(2-Chloro-5-methoxy-phenyl)-quinoxaline-5-carboxylic acid [3-(4-ethyl-piperazin-1-yl)-phenyl]-amide), C(Cl)Cl.CO (DCM MeOH). Product: N1C(=NC=C1)NC(=O)C=1C=2N=CC=NC2C(=CC1)C1=C(C=CC(=C1)OC)Cl (8-(2-Chloro-5-methoxy-phenyl)-quinoxaline-5-carboxylic acid (1H-imidazol-2-yl)amide). As a reaction SMILES: C(N1CCN(C2C=[C:11]([NH:15][C:16]([C:18]3[C:19]4[N:20]=[CH:21][CH:22]=[N:23][C:24]=4[C:25]([C:28]4[CH:33]=[C:32]([O:34][CH3:35])[CH:31]=[CH:30]C=4Cl)=[CH:26][CH:27]=3)=[O:17])C=CC=2)CC1)C.[CH2:37]([Cl:39])Cl.CO>>[NH:20]1[CH:19]=[CH:24][N:23]=[C:11]1[NH:15][C:16]([C:18]1[C:19]2[N:20]=[CH:21][CH:22]=[N:23][C:24]=2[C:25]([C:28]2[CH:33]=[C:32]([O:34][CH3:35])[CH:31]=[CH:30][C:37]=2[Cl:39])=[CH:26][CH:27]=1)=[O:17] |f:1.2|. Reported procedure: The title compound was prepared in analogy to the procedures described in Example 14 but using 8-(2-chloro-5-methoxy-phenyl)-quinoxaline-5-carboxylic acid (Example 63) in Step 14.1. Title compound: ESI-MS: 380.0 [M+H]+; tR=3.61 min (System 1); TLC: Rf=0.36 (DCM/MeOH, 95:5).